Dataset: the Open Reaction Database (ORD), a public repository of structured organic reaction records. Task: describe an organic reaction: reactants, conditions, products, and yield Reactants: ClC1=NC(=CC=C1C#N)C1=CC=C(C=C1)Cl (2-Chloro-6-(4-chlorophenyl)-3-pyridinecarbonitrile). The reagents and catalysts are [Pd] (Pd/C). The solvent is CN(C)C=O (DMF). Yields the product ClC1=CC=C(C=C1)C1=CC=C(C=N1)C#N (6-(4-CHLOROPHENYL)-3-PYRIDINE CARBONITRILE). As a reaction SMILES: Cl[C:2]1[C:7]([C:8]#[N:9])=[CH:6][CH:5]=[C:4]([C:10]2[CH:15]=[CH:14][C:13]([Cl:16])=[CH:12][CH:11]=2)[N:3]=1>CN(C=O)C.[Pd]>[Cl:16][C:13]1[CH:14]=[CH:15][C:10]([C:4]2[N:3]=[CH:2][C:7]([C:8]#[N:9])=[CH:6][CH:5]=2)=[CH:11][CH:12]=1. Procedure: 2-Chloro-6-(4-chlorophenyl)-3-pyridinecarbonitrile (2.49 grams) and 5% Pd/C (0.3 gram) were reacted on a Parr shaker in 100 ml DMF. Next the reaction mixture was filtered and the filtrate poured into ice water. A solid formed which was collected and recrystallized from ethanol, yield 0.85 gram. Reactants: C1=C[NH2+]C=2C=CC3=C(C12)C=CC=C3 (benzo[e]indolium), N1CCCC2=CC3=C(C=C12)C=CC=C3 (1,2,3,4-tetrahydrobenzo[g]quinoline). The product is N1(CCCC2=CC3=C(C=C12)C=CC=C3)N (3,4-dihydrobenzo[g]quinolin-1(2H)-amine). RXN SMILES: C1C2C3C=CC=CC=3C=CC=2[NH2+:3]C=1.[NH:14]1[C:23]2[C:18](=[CH:19][C:20]3[CH:27]=[CH:26][CH:25]=[CH:24][C:21]=3[CH:22]=2)[CH2:17][CH2:16][CH2:15]1>>[N:14]1([NH2:3])[C:23]2[C:18](=[CH:19][C:20]3[CH:27]=[CH:26][CH:25]=[CH:24][C:21]=3[CH:22]=2)[CH2:17][CH2:16][CH2:15]1. Procedure: In a similar manner, benzo[e]indolium derivatives can be prepared from 1,2,3,4-tetrahydrobenzo[g]quinoline or a suitable derivative to provide 3,4-dihydrobenzo[g]quinolin-1(2H)-amine or the corresponding derivative, Intermediate C, illustrated in Scheme 5. The reagents and catalysts are S(O)(O)(=O)=O (sulfuric acid). The yield is 102.5%. Product: COC(C1=CC=C(C(=O)OC)C=C1)OC (methyl 4-(dimethoxymethyl)benzoate). Reactants: C(=O)C1=CC=C(C(=O)OC)C=C1 (methyl 4-formylbenzoate), C(OC)(OC)OC (trimethyl orthoformate). As a reaction SMILES: C([C:3]1[CH:12]=[CH:11][C:6]([C:7]([O:9][CH3:10])=[O:8])=[CH:5][CH:4]=1)=O.[CH:13]([O:18][CH3:19])([O:16][CH3:17])OC>CO.S(=O)(=O)(O)O.C(Cl)Cl>[CH3:19][O:18][CH:13]([O:16][CH3:17])[C:3]1[CH:12]=[CH:11][C:6]([C:7]([O:9][CH3:10])=[O:8])=[CH:5][CH:4]=1. Solvent: CO (methanol), C(Cl)Cl (methylene chloride). Reaction conditions: time 16 hour. Procedure: To a solution of methyl 4-formylbenzoate (CAS [1571-08-0] 5.33 g, 32.5 mmol) in methanol (40 mL) were added trimethyl orthoformate (7.5 mL, 68.25 mmol) and sulfuric acid (fuming, 3 drops). After heating to reflux with stirring for 16 h, the reaction mixture was cooled to RT and diluted with methylene chloride. The mixture was washed with a saturated solution of sodium bicarbonate and brine, dried over magnesium sulfate, and concentrated to afford 7 g of methyl 4-(dimethoxymethyl)benzoate as a co... Reactants: FC1=C(C=CC=C1)N1CCN(CC1)CCN (4-(2-fluorophenyl)piperazin-1-ylethylamine), ClC1=CC=C(C=C1)C1=CC(=NN1C(C)(C)C)C=O (5-(4-chlorophenyl)-1-t-butylpyrazole-3-carbaldehyde). Product: C(C)(C)(C)N1N=C(C=C1C1=CC=C(C=C1)Cl)CNCCN1CCN(CC1)C1=C(C=CC=C1)F (1-t-butyl-5-(4-chlorophenyl)-3-{2-[4-(2-fluorophenyl)piperazin-1-yl]ethyl}aminomethylpyrazole). Isolated yield 74.2%. As a reaction SMILES: [F:1][C:2]1[CH:7]=[CH:6][CH:5]=[CH:4][C:3]=1[N:8]1[CH2:13][CH2:12][N:11]([CH2:14][CH2:15][NH2:16])[CH2:10][CH2:9]1.[Cl:17][C:18]1[CH:23]=[CH:22][C:21]([C:24]2[N:28]([C:29]([CH3:32])([CH3:31])[CH3:30])[N:27]=[C:26]([CH:33]=O)[CH:25]=2)=[CH:20][CH:19]=1>>[C:29]([N:28]1[C:24]([C:21]2[CH:20]=[CH:19][C:18]([Cl:17])=[CH:23][CH:22]=2)=[CH:25][C:26]([CH2:33][NH:16][CH2:15][CH2:14][N:11]2[CH2:10][CH2:9][N:8]([C:3]3[CH:4]=[CH:5][CH:6]=[CH:7][C:2]=3[F:1])[CH2:13][CH2:12]2)=[N:27]1)([CH3:32])([CH3:31])[CH3:30]. Procedure details: Compound 70 was prepared using the same method as that of Example 1 except that 4-(2-fluorophenyl)piperazin-1-ylethylamine and 5-(4-chlorophenyl)-1-t-butylpyrazole-3-carbaldehyde were used. Reactants: CCCCC, CN(C)C=O, Fc1ccc(CBr)cc1F, [H-], [Na+], CC(C)(C)OC(=O)N1CCCC(O)C1. Yields the product CC(C)(C)OC(=O)N1CCCC(OCc2ccc(F)c(F)c2)C1. RXN SMILES: [CH3:32][CH2:33][CH2:34][CH2:35][CH3:36].[CH3:3][N:4]([CH3:5])[CH:6]=[O:7].[F:22][c:23]1[cH:24][c:25]([CH2:26][Br:27])[cH:28][cH:29][c:30]1[F:31].[H-:1].[Na+:2].[OH:8][CH:9]1[CH2:10][N:11]([C:15](=[O:16])[O:17][C:18]([CH3:19])([CH3:20])[CH3:21])[CH2:12][CH2:13][CH2:14]1>>[O:8]([CH:9]1[CH2:10][N:11]([C:15](=[O:16])[O:17][C:18]([CH3:19])([CH3:20])[CH3:21])[CH2:12][CH2:13][CH2:14]1)[CH2:26][c:25]1[cH:24][c:23]([F:22])[c:30]([F:31])[cH:29][cH:28]1. Starting materials: C(C)OC(C(CC1=CC(=C(C=C1)O)CC=C)(OC1=CC=CC=C1)C)=O (3-(3-allyl-4-hydroxyphenyl)-2-methyl-2-phenoxy-propionic acid ethyl ester). The reagents and catalysts are [Pd] (Pd/C). Solvent: C(C)O (ethanol). Product: C(C)OC(C(CC1=CC(=C(C=C1)O)CCC)(OC1=CC=CC=C1)C)=O (3-(4-Hydroxy-3-propylphenyl)-2-methyl-2-phenoxy-propionic acid ethyl ester). As a reaction SMILES: [CH2:1]([O:3][C:4](=[O:25])[C:5]([CH3:24])([O:17][C:18]1[CH:23]=[CH:22][CH:21]=[CH:20][CH:19]=1)[CH2:6][C:7]1[CH:12]=[CH:11][C:10]([OH:13])=[C:9]([CH2:14][CH:15]=[CH2:16])[CH:8]=1)[CH3:2]>C(O)C.[Pd]>[CH2:1]([O:3][C:4](=[O:25])[C:5]([CH3:24])([O:17][C:18]1[CH:23]=[CH:22][CH:21]=[CH:20][CH:19]=1)[CH2:6][C:7]1[CH:12]=[CH:11][C:10]([OH:13])=[C:9]([CH2:14][CH2:15][CH3:16])[CH:8]=1)[CH3:2]. Procedure: A solution of 3-(3-allyl-4-hydroxyphenyl)-2-methyl-2-phenoxy-propionic acid ethyl ester(330 mg, 0.97 mmol) in absolute ethanol (5 mL) was treated with 5% Pd/C and then the mixture was evacuated thee times with N2. The reaction mixture was hydrogenated at 1 atm with an H2-filled balloon for 24 h before filtering the mixture over celite and rinsing with ethanol. The product was used without further purification. 1H NMR (400 MHz, CDCl3) δ 7.22 (t, J=7.6 Hz, 2H), 7.99–6.95 (m, 3H), 6.82 (m, 2H), 6.6... Starting materials: C1CC(=O)N(C1=O)Br (NBS), C(C1=CC=CC=C1)(=O)OOC(C1=CC=CC=C1)=O (dibenzoyl peroxide), ClC=1C2=C(SC1C(=O)OC)C=C(C=C2)C (3-chloro-2-methoxycarbonyl-6-methylbenzo[b]thiophene). Run in ClC1=CC=CC=C1 (chlorobenzene), CC(OCC)=O (EA). Product: BrCC=1C=CC2=C(SC(=C2Cl)C(=O)OC)C1 (6-Bromomethyl-3-chloro-2-methoxycarbonylbenzo[b]thiophene). Isolated yield 68.6%. As a reaction SMILES: [Cl:1][C:2]1[C:3]2[CH:14]=[CH:13][C:12]([CH3:15])=[CH:11][C:4]=2[S:5][C:6]=1[C:7]([O:9][CH3:10])=[O:8].C1C(=O)N([Br:23])C(=O)C1.C(OOC(=O)C1C=CC=CC=1)(=O)C1C=CC=CC=1>ClC1C=CC=CC=1.CC(=O)OCC>[Br:23][CH2:15][C:12]1[CH:13]=[CH:14][C:3]2[C:2]([Cl:1])=[C:6]([C:7]([O:9][CH3:10])=[O:8])[S:5][C:4]=2[CH:11]=1. Procedure: 2.5 g (10.4 mmol) of 3-chloro-2-methoxycarbonyl-6-methylbenzo[b]thiophene (prepared according to J. Org. Chem. 41, 3399 (1976)) are boiled under reflux in 150 ml of chlorobenzene with 1.87 g of NBS and 420 mg of dibenzoyl peroxide for 5 h. After distilling off the chlorobenzene in a rotary evaporator, the residue obtained is taken up in EA, and the EA solution is washed with satd. NaHCO3 solution, 10% strength Na2SO3 solution and satd. NaCl solution, dried over Na2SO4 and concentrated. Chromatog...